The task is: describe an organic reaction: reactants, conditions, products, and yield. This data is from the Open Reaction Database (ORD), a public repository of structured organic reaction records. Reactants: O=C(Cl)OCc1ccccc1, Cc1ccccc1, CC(C)(N)CN. Product: CC(C)(N)CNC(=O)OCc1ccccc1. RXN SMILES: [CH2:7]([c:8]1[cH:9][cH:10][cH:11][cH:12][cH:13]1)[O:14][C:15](=[O:16])[Cl:17].[CH3:18][c:19]1[cH:20][cH:21][cH:22][cH:23][cH:24]1.[NH2:1][CH2:2][C:3]([CH3:4])([CH3:5])[NH2:6]>>[NH:1]([CH2:2][C:3]([CH3:4])([CH3:5])[NH2:6])[C:15]([O:14][CH2:7][c:8]1[cH:9][cH:10][cH:11][cH:12][cH:13]1)=[O:16]. Starting materials: COC1=CC=C(C=C1)C(=CC#N)C1=CC=C(C=C1)OC (3,3-bis(4-methoxyphenyl)-propenenitrile). The reagents and catalysts are [Pd] (Pd-C). Run in O1CCOCC1 (dioxane). Product: COC1=CC=C(C=C1)C(CC#N)C1=CC=C(C=C1)OC (3,3-bis(4-methoxyphenyl)-propanenitrile). Yield: 75.4%. RXN SMILES: [CH3:1][O:2][C:3]1[CH:8]=[CH:7][C:6]([C:9]([C:13]2[CH:18]=[CH:17][C:16]([O:19][CH3:20])=[CH:15][CH:14]=2)=[CH:10][C:11]#[N:12])=[CH:5][CH:4]=1>O1CCOCC1.[Pd]>[CH3:20][O:19][C:16]1[CH:15]=[CH:14][C:13]([CH:9]([C:6]2[CH:5]=[CH:4][C:3]([O:2][CH3:1])=[CH:8][CH:7]=2)[CH2:10][C:11]#[N:12])=[CH:18][CH:17]=1. Procedure details: 10% Pd-C (20 mg) was added to a solution of 3,3-bis(4-methoxyphenyl)-propenenitrile (50 mg), synthesized by the process described in a literature J. Med. Chem., 32, 1820 (1989), in dioxane (5 ml), followed by hydrogenation for 2 hr. Pd-C was removed by filtration through Celite. The solvent was then removed by distillation to give 3,3-bis(4-methoxyphenyl)-propanenitrile (38 mg).